describe an organic reaction: reactants, conditions, products, and yield From a dataset of the Open Reaction Database (ORD), a public repository of structured organic reaction records. Starting materials: ClC1=CC=C2CC(NC2=C1)=O (6-chlorooxindole), ClC1=CC(=C(OCC#N)C=C1)C=O ((4-chloro-2-formyl-phenoxy)-acetonitrile), N1CCCC1 (pyrrolidine). Solvent: CO (methanol). Run at temperature 70 celsius. The product is ClC1=CC(=C(OCC#N)C=C1)\C=C\1/C(NC2=CC(=CC=C12)Cl)=O (Z-[4-chloro-2-(6-chloro-2-oxo-1,2-dihydro-indol-3-ylidenemethyl)-phenoxy]-acetonitrile). Yield: 22.4%. Reaction SMILES: [Cl:1][C:2]1[CH:10]=[C:9]2[C:5]([CH2:6][C:7](=[O:11])[NH:8]2)=[CH:4][CH:3]=1.[Cl:12][C:13]1[CH:22]=[CH:21][C:16]([O:17][CH2:18][C:19]#[N:20])=[C:15]([CH:23]=O)[CH:14]=1.N1CCCC1>CO>[Cl:12][C:13]1[CH:22]=[CH:21][C:16]([O:17][CH2:18][C:19]#[N:20])=[C:15](/[CH:23]=[C:6]2\[C:7](=[O:11])[NH:8][C:9]3[C:5]\2=[CH:4][CH:3]=[C:2]([Cl:1])[CH:10]=3)[CH:14]=1. Reported procedure: To the mixture of 6-chlorooxindole (18.4 g, 0.110 mol) and (4-chloro-2-formyl-phenoxy)-acetonitrile (21.5 g, 0.110 mol) in methanol (200 mL) was added pyrrolidine (8.60 g, 0.121 mol) dropwise. Then the mixture was heated at 70° C. for 2 h. After cooled to room temperature, the mixture was filtered. The precipitate was collected and dried to give the title compound as a yellow solid (8.5 g). The reactants are CC(=O)[O-], CON, CCO, O=C1CCCc2cc(OCCCOc3c(Cl)cc(OCC=C(Cl)Cl)cc3Cl)ccc21, Cl, [Na+], O. Yields the product CON=C1CCCc2cc(OCCCOc3c(Cl)cc(OCC=C(Cl)Cl)cc3Cl)ccc21. Reaction SMILES: [CH3:32][C:33](=[O:34])[O-:35].[CH3:37][O:38][NH2:39].[CH3:41][CH2:42][OH:43].[Cl:1][c:2]1[c:3]([O:4][CH2:5][CH2:6][CH2:7][O:8][c:9]2[cH:10][c:11]3[c:16]([cH:17][cH:18]2)[C:15](=[O:19])[CH2:14][CH2:13][CH2:12]3)[c:20]([Cl:30])[cH:21][c:22]([O:24][CH2:25][CH:26]=[C:27]([Cl:28])[Cl:29])[cH:23]1.[ClH:36].[Na+:31].[OH2:40]>>[Cl:1][c:2]1[c:3]([O:4][CH2:5][CH2:6][CH2:7][O:8][c:9]2[cH:10][c:11]3[c:16]([cH:17][cH:18]2)[C:15](=[N:39][O:38][CH3:37])[CH2:14][CH2:13][CH2:12]3)[c:20]([Cl:30])[cH:21][c:22]([O:24][CH2:25][CH:26]=[C:27]([Cl:28])[Cl:29])[cH:23]1. The reactants are C1C[C@@H](CC1=O)B1OC(C(O1)(C)C)(C)C, c1c(nnc(c1)Br)NC(Cc1ncccc1)=O. The reagents and catalysts are c1ccc(cc1)-c2c3ccccc3cc4ccccc24 (9-Phenylanthracene), [F-].[Cs+] (CsF), O (water), P(C1CCCC1)(c1ccccc1)c1ccccc1.P(C1CCCC1)(c1ccccc1)c1ccccc1.C(Cl)Cl.[Pd](Cl)Cl.[Fe] (Pd(dppf)2Cl2). The solvent is CCC(C)(C)O (t-AmOH). Reaction conditions: temperature 90 celsius, time 18 hour. The product is O=C(Cc1ccccn1)Nc2ccc(nn2)C3CCC(=O)C3. RXN SMILES: CC1(C(C)(C)OB([CH:1]2[CH2:6][C:4](=[O:5])[CH2:3][CH2:2]2)O1)C.Br[c:7]1[n:22][n:21][c:10]([NH:11][C:12]([CH2:14][c:15]2[n:20][cH:19][cH:18][cH:17][cH:16]2)=[O:13])[cH:9][cH:8]1>>[O:13]=[C:12]([NH:11][c:10]1[n:21][n:22][c:7]([CH:1]2[CH2:6][C:4](=[O:5])[CH2:3][CH2:2]2)[cH:8][cH:9]1)[CH2:14][c:15]3[n:20][cH:19][cH:18][cH:17][cH:16]3. Starting materials: CO, COC(=O)C(C)(C)Oc1ccc(Cl)cc1C1CC(=O)NC(c2c(C)ccc(F)c2F)C12C(=O)Nc1cc(Cl)ccc12, Cl, [Na+], [OH-], O. Yields the product Cc1ccc(F)c(F)c1C1NC(=O)CC(c2cc(Cl)ccc2OC(C)(C)C(=O)O)C12C(=O)Nc1cc(Cl)ccc12. Reaction SMILES: [CH3:46][OH:47].[Cl:1][c:2]1[cH:3][cH:4][c:5]2[c:9]([cH:10]1)[NH:8][C:7](=[O:11])[C:6]21[CH:12]([c:33]2[c:34]([F:41])[c:35]([F:40])[cH:36][cH:37][c:38]2[CH3:39])[NH:13][C:14](=[O:32])[CH2:15][CH:16]1[c:17]1[c:18]([O:24][C:25]([CH3:26])([CH3:27])[C:28](=[O:29])[O:30][CH3:31])[cH:19][cH:20][c:21]([Cl:23])[cH:22]1.[ClH:45].[Na+:43].[OH-:42].[OH2:44]>>[Cl:1][c:2]1[cH:3][cH:4][c:5]2[c:9]([cH:10]1)[NH:8][C:7](=[O:11])[C:6]21[CH:12]([c:33]2[c:34]([F:41])[c:35]([F:40])[cH:36][cH:37][c:38]2[CH3:39])[NH:13][C:14](=[O:32])[CH2:15][CH:16]1[c:17]1[c:18]([O:24][C:25]([CH3:26])([CH3:27])[C:28](=[O:29])[OH:30])[cH:19][cH:20][c:21]([Cl:23])[cH:22]1. Starting materials: O=C([O-])[O-], [Cu], COc1ccc(I)cc1, [K+], [K+], O=C1CCCN1. Yields the product COc1ccc(N2CCCC2=O)cc1. As a reaction SMILES: [C:16](=[O:17])([O-:18])[O-:19].[Cu:22].[I:7][c:8]1[cH:9][cH:10][c:11]([O:14][CH3:15])[cH:12][cH:13]1.[K+:20].[K+:21].[NH:1]1[C:2](=[O:6])[CH2:3][CH2:4][CH2:5]1>>[N:1]1([c:8]2[cH:9][cH:10][c:11]([O:14][CH3:15])[cH:12][cH:13]2)[C:2](=[O:6])[CH2:3][CH2:4][CH2:5]1. The reactants are C(C)OC(C(CCCl)SC1=C(C=C(C(=C1)N)F)Cl)=O (2-(5-amino-2-chloro-4-fluorophenylthio)-4-chlorobutyric acid ethyl ester), C([O-])([O-])=O.[K+].[K+] (potassium carbonate). The reagents and catalysts are S(=O)(=O)(O)[O-].C(CCC)[N+](CCCC)(CCCC)CCCC (tetrabutylammonium hydrogen sulfate). Solvent: C1(=CC=CC=C1)C (toluene). Yields the product C(C)OC(=O)C1(CC1)SC1=C(C=C(C(=C1)N)F)Cl (1-(5-amino-2-chloro-4-fluorophenylthio)-cyclopropanecarboxylic acid ethyl ester). Reaction SMILES: [CH2:1]([O:3][C:4](=[O:19])[CH:5]([S:9][C:10]1[CH:15]=[C:14]([NH2:16])[C:13]([F:17])=[CH:12][C:11]=1[Cl:18])[CH2:6][CH2:7]Cl)[CH3:2].C(=O)([O-])[O-].[K+].[K+]>S([O-])(O)(=O)=O.C([N+](CCCC)(CCCC)CCCC)CCC.C1(C)C=CC=CC=1>[CH2:1]([O:3][C:4]([C:5]1([S:9][C:10]2[CH:15]=[C:14]([NH2:16])[C:13]([F:17])=[CH:12][C:11]=2[Cl:18])[CH2:7][CH2:6]1)=[O:19])[CH3:2] |f:1.2.3,4.5|. Procedure: A mixture of 12.5 g of 2-(5-amino-2-chloro-4-fluorophenylthio)-4-chlorobutyric acid ethyl ester, 10.6 g of potassium carbonate and 0.7 g of tetrabutylammonium hydrogen sulfate in 14 ml of toluene is maintained at +80° C. for 40 hours. The solid portions of the reaction mixture are then filtered off and washed with acetone. Evaporation of the solvent and recrystallisation from n-hexane and a small amount of ethyl acetate yield 7.9 g of 1-(5-amino-2-chloro-4-fluoro-phenylthio)-cyclopropanecarboxyl...